Dataset: the Open Reaction Database (ORD), a public repository of structured organic reaction records. Task: describe an organic reaction: reactants, conditions, products, and yield Reactants: C(C)(=O)N1CCN(CC1)C(N)=NC(=O)C1=CC=C(C=C1)C1=NC2CCC(CC2C2=CC(=C(C=C12)OC)OC)OC(C)=O (acetic acid (2RS,4aRS,10bRS)-6-(4-{[1-(4-acetyl-piperazin-1-yl)-1-amino-methylene]-carbamoyl}phenyl)-8,9-dimethoxy-1,2,3,4,4a,10b-hexahydro-phenanthridin-2-yl ester), C(C)(=O)N1CCN(CC1)C(N)=NC(=O)C1=CC=C(C=C1)C1=NC2CCC(CC2C2=CC(=C(C=C12)OC)OC)OC(C)=O (acetic acid (2RS,4aRS,10bRS)-6-(4-{[1-(4-acetyl-piperazin-1-yl)-1-amino-methylene]-carbamoyl}phenyl)-8,9-dimethoxy-1,2,3,4,4a,10b-hexahydro-phenanthridin-2-yl ester), C([O-])([O-])=O.[Cs+].[Cs+] (cesium carbonate). Solvent: CO (methanol). The product is C(C)(=O)N1CCN(CC1)C(N)=NC(C1=CC=C(C=C1)C1=NC2CCC(CC2C2=CC(=C(C=C12)OC)OC)O)=O (N-[1-(4-Acetyl-piperazin-1-yl)-1-amino-methylene]-4-((2RS,4aRS,10bRS)-2-hydroxy-8,9-dimethoxy-1,2,3,4,4a,10b-hexahydro-phenanthridin-6-yl)-benzamide). Isolated yield 52.4%. As a reaction SMILES: [C:1]([N:4]1[CH2:9][CH2:8][N:7]([C:10](=[N:12][C:13]([C:15]2[CH:20]=[CH:19][C:18]([C:21]3[C:34]4[C:29](=[CH:30][C:31]([O:37][CH3:38])=[C:32]([O:35][CH3:36])[CH:33]=4)[CH:28]4[CH:23]([CH2:24][CH2:25][CH:26]([O:39]C(=O)C)[CH2:27]4)[N:22]=3)=[CH:17][CH:16]=2)=[O:14])[NH2:11])[CH2:6][CH2:5]1)(=[O:3])[CH3:2].C(=O)([O-])[O-].[Cs+].[Cs+]>CO>[C:1]([N:4]1[CH2:9][CH2:8][N:7]([C:10](=[N:12][C:13](=[O:14])[C:15]2[CH:16]=[CH:17][C:18]([C:21]3[C:34]4[C:29](=[CH:30][C:31]([O:37][CH3:38])=[C:32]([O:35][CH3:36])[CH:33]=4)[CH:28]4[CH:23]([CH2:24][CH2:25][CH:26]([OH:39])[CH2:27]4)[N:22]=3)=[CH:19][CH:20]=2)[NH2:11])[CH2:6][CH2:5]1)(=[O:3])[CH3:2] |f:1.2.3|. Procedure: 484 mg of acetic acid (2RS,4aRS,10bRS)-6-(4-{[1-(4-acetyl-piperazin-1-yl)-1-amino-methylene]-carbamoyl}phenyl)-8,9-dimethoxy-1,2,3,4,4a,10b-hexahydro-phenanthridin-2-yl ester (compound 10) and 137 mg of cesium carbonate are stirred in 10 ml of methanol for 16 h at room temperature. The solvent is removed and the solid residue purified by chromatography on silica gel to yield 235 mg of the title compound. Starting materials: C1(CCCC1)OC=1C=C(C=CC1OC)C1=NNC([C@H]2CCCC[C@@H]12)=O ((cis)-4-(3-Cyclopentyloxy-4-methoxyphenyl)-4a,5,6,7,8,8a-hexahydro-2H-phthalazin-1-one), C1(CCCCCC1)Br (cycloheptylbromide), COC=1C=C(C=CC1OC)C1=NN(C([C@H]2CCCC[C@@H]12)=O)C ((cis)-4-(3,4-Dimethoxyphenyl)-2-methyl-4a,5,6,7,8,8a-hexahydro-2H-phthalazin-1-one). Product: C1(CCCC1)OC=1C=C(C=CC1OC)C1=NN(C([C@H]2CCCC[C@@H]12)=O)C1CCCCCC1 ((cis)-4-(3-Cyclopentyloxy-4-methoxyphenyl)-2-cycloheptyl-4a,5,6,7,8,8a-hexahydro-2H-phthalazin-1-one). Reaction SMILES: [CH:1]1([O:6][C:7]2[CH:8]=[C:9]([C:15]3[C@H:24]4[C@H:19]([CH2:20][CH2:21][CH2:22][CH2:23]4)[C:18](=[O:25])[NH:17][N:16]=3)[CH:10]=[CH:11][C:12]=2[O:13][CH3:14])[CH2:5][CH2:4][CH2:3][CH2:2]1.[CH:26]1(Br)[CH2:32][CH2:31][CH2:30][CH2:29][CH2:28][CH2:27]1.COC1C=C(C2[C@H]3[C@H](CCCC3)C(=O)N(C)N=2)C=CC=1OC>>[CH:1]1([O:6][C:7]2[CH:8]=[C:9]([C:15]3[C@H:24]4[C@H:19]([CH2:20][CH2:21][CH2:22][CH2:23]4)[C:18](=[O:25])[N:17]([CH:26]4[CH2:32][CH2:31][CH2:30][CH2:29][CH2:28][CH2:27]4)[N:16]=3)[CH:10]=[CH:11][C:12]=2[O:13][CH3:14])[CH2:2][CH2:3][CH2:4][CH2:5]1. Reported procedure: Prepared from compound 4 and cycloheptylbromide as described for compound 8. Crystallized from petroleum ether (60-80° C.) M.p.111-112° C. The reactants are C(C)OC(CCl)OCC (Chloroacetaldehyde diethyl acetal), C(C1=CC=CC=C1)(=O)[O-].[K+] (potassium benzoate), CN(C)C=O (DMF), O (water). Solvent: C(C)(=O)OCC (ethyl acetate). Yields the product C(C)OC(COC(C1=CC=CC=C1)=O)OCC (2-benzoyloxyacetaldehyde Diethyl Acetal). Isolated yield 23.3%. Reaction SMILES: [CH2:1]([O:3][CH:4]([O:7][CH2:8][CH3:9])[CH2:5]Cl)[CH3:2].[C:10]([O-:18])(=[O:17])[C:11]1[CH:16]=[CH:15][CH:14]=[CH:13][CH:12]=1.[K+].CN(C=O)C.O>C(OCC)(=O)C>[CH2:1]([O:3][CH:4]([O:7][CH2:8][CH3:9])[CH2:5][O:18][C:10](=[O:17])[C:11]1[CH:16]=[CH:15][CH:14]=[CH:13][CH:12]=1)[CH3:2] |f:1.2|. Procedure details: Chloroacetaldehyde diethyl acetal (1.9 g), potassium benzoate (2.0 g) and DMF (20 mL) were placed in a three-neck flask, followed by refluxing. Twenty hours later, the reaction mixture was cooled to room temperature, and water (60 mL) and ethyl acetate (80 mL) were added thereto, followed by stirring. After filtration and separation, the organic layer was concentrated and thereby yielded the target compound (0.69 g) in a yield of 30%. As a reaction SMILES: [B:40]([Br:41])([Br:42])[Br:43].[CH2:46]([Cl:47])[Cl:48].[CH3:44][OH:45].[Cl:1][c:2]1[cH:3][cH:4][c:5]([S:8](=[O:9])(=[O:10])[N:11]2[CH2:12][CH:13]([NH:17][c:18]3[n:19][cH:20][cH:21][c:22](-[c:24]4[c:25](-[c:32]5[cH:33][c:34]([O:38][CH3:39])[cH:35][cH:36][cH:37]5)[n:26][c:27]5[s:28][cH:29][cH:30][n:31]45)[n:23]3)[CH2:14][CH2:15][CH2:16]2)[cH:6][cH:7]1>>[Cl:1][c:2]1[cH:3][cH:4][c:5]([S:8](=[O:9])(=[O:10])[N:11]2[CH2:12][CH:13]([NH:17][c:18]3[n:19][cH:20][cH:21][c:22](-[c:24]4[c:25](-[c:32]5[cH:33][c:34]([OH:38])[cH:35][cH:36][cH:37]5)[n:26][c:27]5[s:28][cH:29][cH:30][n:31]45)[n:23]3)[CH2:14][CH2:15][CH2:16]2)[cH:6][cH:7]1. The product is O=S(=O)(c1ccc(Cl)cc1)N1CCCC(Nc2nccc(-c3c(-c4cccc(O)c4)nc4sccn34)n2)C1. Starting materials: BrB(Br)Br, ClCCl, CO, COc1cccc(-c2nc3sccn3c2-c2ccnc(NC3CCCN(S(=O)(=O)c4ccc(Cl)cc4)C3)n2)c1. Starting materials: COC(=O)c1ccccc1SCCc1ccc(OCC(=O)OC(C)(C)C)cc1, ClCCl, O=C(O)C(F)(F)F. Yields the product COC(=O)c1ccccc1SCCc1ccc(OCC(=O)O)cc1. Reaction SMILES: [C:1]([CH3:2])([CH3:3])([CH3:4])[O:5][C:6]([CH2:7][O:8][c:9]1[cH:10][cH:11][c:12]([CH2:15][CH2:16][S:17][c:18]2[c:19]([C:20](=[O:21])[O:22][CH3:23])[cH:24][cH:25][cH:26][cH:27]2)[cH:13][cH:14]1)=[O:28].[Cl:36][CH2:37][Cl:38].[OH:29][C:30]([C:31]([F:32])([F:33])[F:34])=[O:35]>>[O:5]=[C:6]([CH2:7][O:8][c:9]1[cH:10][cH:11][c:12]([CH2:15][CH2:16][S:17][c:18]2[c:19]([C:20](=[O:21])[O:22][CH3:23])[cH:24][cH:25][cH:26][cH:27]2)[cH:13][cH:14]1)[OH:28]. As a reaction SMILES: [OH:1][CH2:2][C:3]1([CH2:20][CH3:21])[CH:12]2[N:7]([CH2:8][CH2:9][C:10]3[C:19]4[C:14](=[CH:15][CH:16]=[CH:17][CH:18]=4)[NH:13][C:11]=32)[CH2:6][CH2:5][CH2:4]1.[CH3:22][O:23][C:24]1[CH:25]=[C:26]([CH:30]=[C:31]([O:35][CH3:36])[C:32]=1[O:33][CH3:34])[C:27](Cl)=[O:28]>N1C=CC=CC=1>[CH3:36][O:35][C:31]1[CH:30]=[C:26]([CH:25]=[C:24]([O:23][CH3:22])[C:32]=1[O:33][CH3:34])[C:27]([O:1][CH2:2][C:3]1([CH2:20][CH3:21])[CH:12]2[N:7]([CH2:8][CH2:9][C:10]3[C:19]4[C:14](=[CH:15][CH:16]=[CH:17][CH:18]=4)[NH:13][C:11]=32)[CH2:6][CH2:5][CH2:4]1)=[O:28]. The reactants are OCC1(CCCN2CCC3=C(C12)NC1=CC=CC=C13)CC (1-hydroxymethyl-1-ethyl-1,2,3,4,6,7,12,12b-octahydro-indolo[2,3-a]quinolizine), COC=1C=C(C(=O)Cl)C=C(C1OC)OC (3,4,5-trimethoxybenzoyl chloride). Solvent: N1=CC=CC=C1 (pyridine). Yields the product COC=1C=C(C(=O)OCC2(CCCN3CCC4=C(C23)NC2=CC=CC=C24)CC)C=C(C1OC)OC (1-(3,4,5-Trimethoxybenzoyloxymethyl)-1-ethyl-1,2,3,4,6,7,12,12b-octahydro-indolo[2,3-a]quinolizine), crystals. The yield is 93.5%. Reported procedure: 1.30 g. (4.58 mmoles) of 1-hydroxymethyl-1-ethyl-1,2,3,4,6,7,12,12b-octahydro-indolo[2,3-a]quinolizine and 2.30 g. (10 mmoles) of 3,4,5-trimethoxybenzoyl chloride are dissolved in 15 ml. of absolute pyridine, and the solution is heated on a steam bath for 10 hours under a reflux condenser. The solution is evaporated in vacuo, and the oily residue is stirred first with a 5% sodium hydrocarbonate solution and then with distilled water. The separated solids are filtered off, dried, and recrystalliz... The reactants are ClC=CC1=CC=CC=C1 (chlorostyrene), ClC=CC1=CC=CC=C1 (chlorostyrene), [Mg] (magnesium), II (iodine), Cl[Si](C)(C)Cl (Dichlorodimethylsilane). Solvent: C(C)OCC (diethylether), O1CCCC1 (tetrahydrofuran). Reaction conditions: temperature 65 celsius, time 30 minute. The product is Cl[Si](C1=CC=C(C=C)C=C1)(C)C (p-(Chlorodimethylsilyl)styrene). The yield is 55.0%. As a reaction SMILES: Cl[CH:2]=[CH:3][C:4]1[CH:9]=[CH:8][CH:7]=[CH:6][CH:5]=1.[Mg].II.[Cl:13][Si:14](Cl)([CH3:16])[CH3:15]>O1CCCC1.C(OCC)C>[Cl:13][Si:14]([CH3:16])([CH3:15])[C:7]1[CH:8]=[CH:9][C:4]([CH:3]=[CH2:2])=[CH:5][CH:6]=1. Procedure: Two milliliters of chlorostyrene was added to 0.97 gram of magnesium turnings in 20 milliliters (ml) of dry tetrahydrofuran under argon. A crystal, about 5 milligrams of iodine, was then added, and the reaction mixture was heated at 65° C. with an air gun until the reaction started (approximately 15 minutes). Thereafter, an additional 2.33 milliliters of chlorostyrene was added slowly to the reaction mixture with a syringe over a period of 15 minutes. The reaction mixture was then refluxed for a...